Dataset: the Open Reaction Database (ORD), a public repository of structured organic reaction records. Task: describe an organic reaction: reactants, conditions, products, and yield Starting materials: CS(=O)C (dimethyl sulfoxide), 3',5-bistetrahydropyran-2-yl ether, Cl (hydrochloric acid), ClCC(=O)[O-].[Li+] (lithium chloroacetate), 3,3aβ,4,5,6,6aβ-hexahydro-5α-hydroxy, 2'-hydroxyethyl-4β-(3'α-hydroxy-trans-1-octenyl)-2H-cyclopenta[b]furan, C(CCC)[Li] (n-butyllithium), CCCCCC (hexane). The solvent is O (water), O1CCCC1 (tetrahydrofuran), CN(C=O)C (dimethylformamide). Reaction conditions: temperature 10 celsius, time 5 minute. The product is O1C(CCCC1)OC1OCCCC1 (bistetrahydropyran-2-yl ether), title compound. Reaction SMILES: CS(C)=[O:3].[CH2:5]([Li])[CH2:6][CH2:7]C.Cl[CH2:11][C:12]([O-:14])=[O:13].[Li+].Cl.C[CH2:18][CH2:19][CH2:20][CH2:21][CH3:22]>O.CN(C)C=O.O1CCCC1>[O:13]1[CH2:7][CH2:6][CH2:5][CH2:11][CH:12]1[O:14][CH:18]1[CH2:19][CH2:20][CH2:21][CH2:22][O:3]1 |f:2.3|. Procedure: Refer to Chart E. There is first prepared the bis-tetrahydropyran-2-yl ether of the title compound. A solution of the formula-XLI 3,3aβ,4,5,6,6aβ-hexahydro-5α-hydroxy-2ξ-(2'-hydroxyethyl-4β-(3'α-hydroxy-trans-1-octenyl)-2H-cyclopenta[b]furan, 3',5-bistetrahydropyran-2-yl ether (Example 5, 0.80 g.) in 10 ml. of dimethyl sulfoxide and 5 ml. of tetrahydrofuran is treated at about 0-5° C. with 1.1 ml. of 1.6 M n-butyllithium in hexane added dropwise over a one-minute period. Thereafter the mixture i... Reactants: C(C)(C)N(C(C)C)CC (N,N-Diisopropylethylamine), COC1=C(CN)C=CC(=C1)OC (2,4-dimethoxybenzylamine), ClC1=NC=NC(=C1)Cl (4,6-dichloropyrimidine). The solvent is C(CCC)O (butanol). Run at temperature 100 celsius. Product: ClC1=CC(=NC=N1)NCC1=C(C=C(C=C1)OC)OC (6-Chloro-N-(2,4-dimethoxybenzyl)pyrimidin-4-amine). The yield is 85.2%. RXN SMILES: C(N(CC)C(C)C)(C)C.[CH3:10][O:11][C:12]1[CH:19]=[C:18]([O:20][CH3:21])[CH:17]=[CH:16][C:13]=1[CH2:14][NH2:15].[Cl:22][C:23]1[CH:28]=[C:27](Cl)[N:26]=[CH:25][N:24]=1>C(O)CCC>[Cl:22][C:23]1[N:24]=[CH:25][N:26]=[C:27]([NH:15][CH2:14][C:13]2[CH:16]=[CH:17][C:18]([O:20][CH3:21])=[CH:19][C:12]=2[O:11][CH3:10])[CH:28]=1. Procedure details: N,N-Diisopropylethylamine (8.10 mL, 46.50 mmol) and 2,4-dimethoxybenzylamine (2.52 mL, 16.78 mmol) were added to a solution of 4,6-dichloropyrimidine (2.50 g, 16.78 mmol) in butanol (80 mL) and reaction mixture was heated at 100° C. for 2 hours. The reaction mixture was cooled to room temperature and washed with water (30 mL). The aqueous layer was extracted with ethyl acetate (30 mL) and the combined organic layers were dried over anhydrous MgSO4, filtered and evaporated. The residue was tritur...